From a dataset of the Open Reaction Database (ORD), a public repository of structured organic reaction records. describe an organic reaction: reactants, conditions, products, and yield The reactants are C(C)[Mg]Br (Ethylmagnesium bromide), C(C)(=O)C1=CN=C2N1C[C@@H](CC[C@H]2NC(OC(C)(C)C)=O)C2=C(C(=CC=C2)F)F (tert-butyl (6S,9R)-3-acetyl-6-(2,3-difluorophenyl)-6,7,8,9-tetrahydro-5H-imidazo[1,2-a]azepin-9-ylcarbamate), O1CCCC1 (tetrahydrofuran). Reaction conditions: time 10 minute. Product: FC1=C(C=CC=C1F)[C@@H]1CC[C@H](C=2N(C1)C(=CN2)C(CC)(C)O)NC(OC(C)(C)C)=O (tert-Butyl [(6S,9R)-6-(2,3-difluorophenyl)-3-(1-hydroxy-1-methylpropyl)-6,7,8,9-tetrahydro-5H-imidazo[1,2-a]azepin-9-yl]carbamate). As a reaction SMILES: [CH2:1]([Mg]Br)C.C([C:8]1[N:12]2[CH2:13][C@H:14]([C:26]3[CH:31]=[CH:30][CH:29]=[C:28]([F:32])[C:27]=3[F:33])[CH2:15][CH2:16][C@@H:17]([NH:18][C:19](=[O:25])[O:20][C:21]([CH3:24])([CH3:23])[CH3:22])[C:11]2=[N:10][CH:9]=1)(=O)C.[O:34]1[CH2:38][CH2:37][CH2:36]C1>>[F:33][C:27]1[C:28]([F:32])=[CH:29][CH:30]=[CH:31][C:26]=1[C@H:14]1[CH2:13][N:12]2[C:8]([C:38]([OH:34])([CH3:1])[CH2:37][CH3:36])=[CH:9][N:10]=[C:11]2[C@H:17]([NH:18][C:19](=[O:25])[O:20][C:21]([CH3:24])([CH3:23])[CH3:22])[CH2:16][CH2:15]1. Reported procedure: Ethylmagnesium bromide (3.0 M in ether; 82.0 μL, 0.247 mmol) was added to a solution of tert-butyl (6S,9R)-3-acetyl-6-(2,3-difluorophenyl)-6,7,8,9-tetrahydro-5H-imidazo[1,2-a]azepin-9-ylcarbamate (25 mg, 0.062 mmol) in tetrahydrofuran (1 mL) at 0° C. After 10 min, the reaction mixture was quenched with water and the mixture was extracted with dichloromethane (3×). The organic layer was washed with water, saturated brine, dried over magnesium sulfate, filtered and concentrated. Purification by si...